This data is from the Open Reaction Database (ORD), a public repository of structured organic reaction records. The task is: describe an organic reaction: reactants, conditions, products, and yield Product: NCCCC(C(=O)O)(P(=O)(O)O)O (5-Amino-2-hydroxy-2-phosphonopentanoic Acid). Reported procedure: The hydrogenation of 4-cyano-2-hydroxy-2-phosphonobutanoic acid is carried out using the hydrogenation technique of Freifelder (J. Am. Chem. Soc., 8, 2386 (1960)). The cyano compound (2.09 g; 0.01 mole) is placed in 20 ml of 10% methanolic ammonia. Rhodium on alumina (5%) catalyst (0.5 g) is added, and the mixture is hydrogenated at 40 PSI on a Parr apparatus for several hours (until uptake of hydrogen is complete). The catalyst is filtered off, and the filtrate is evaporated dry. The residue tr... As a reaction SMILES: [C:1]([CH2:3][CH2:4][C:5]([OH:13])([P:9]([OH:12])([OH:11])=[O:10])[C:6]([OH:8])=[O:7])#[N:2].[H][H]>N.[Rh]>[NH2:2][CH2:1][CH2:3][CH2:4][C:5]([OH:13])([P:9]([OH:12])([OH:11])=[O:10])[C:6]([OH:8])=[O:7]. Solvent: N (ammonia). Reagents/catalysts: catalyst, [Rh] (Rhodium on alumina). Starting materials: C(#N)CCC(C(=O)O)(P(=O)(O)O)O (4-cyano-2-hydroxy-2-phosphonobutanoic acid), cyano, [H][H] (hydrogen).